This data is from the Open Reaction Database (ORD), a public repository of structured organic reaction records. The task is: describe an organic reaction: reactants, conditions, products, and yield Reactants: Cl.N[C@H]1[C@@H](C1)C1=CC=C(C=C1)NC(C1=CC(=CC=C1)NC(=O)C1=CC=CC=C1)=O (N-[4-(trans-2-aminocyclopropyl)phenyl]-3-[(phenylcarbonyl)amino]benzamide hydrochloride), C(C1=CC=CC=C1)=O (benzaldehyde), C(O)([O-])=O.[Na+] (sodium hydrogen carbonate), [BH4-].[Na+] (sodium borohydride). Solvent: CO (methanol), O (water). Reaction conditions: temperature 70 celsius, time 1 hour. Product: C(C1=CC=CC=C1)N[C@H]1[C@@H](C1)C1=CC=C(C=C1)NC(C1=CC(=CC=C1)NC(=O)C1=CC=CC=C1)=O (N-{4-[trans-2-(benzylamino)cyclopropyl]phenyl}-3-[(phenylcarbonyl)amino]benzamide). Reaction SMILES: Cl.[NH2:2][C@@H:3]1[CH2:5][C@H:4]1[C:6]1[CH:11]=[CH:10][C:9]([NH:12][C:13](=[O:29])[C:14]2[CH:19]=[CH:18][CH:17]=[C:16]([NH:20][C:21]([C:23]3[CH:28]=[CH:27][CH:26]=[CH:25][CH:24]=3)=[O:22])[CH:15]=2)=[CH:8][CH:7]=1.[CH:30](=O)[C:31]1[CH:36]=[CH:35][CH:34]=[CH:33][CH:32]=1.C(=O)([O-])O.[Na+].[BH4-].[Na+]>CO.O>[CH2:30]([NH:2][C@@H:3]1[CH2:5][C@H:4]1[C:6]1[CH:7]=[CH:8][C:9]([NH:12][C:13](=[O:29])[C:14]2[CH:19]=[CH:18][CH:17]=[C:16]([NH:20][C:21]([C:23]3[CH:24]=[CH:25][CH:26]=[CH:27][CH:28]=3)=[O:22])[CH:15]=2)=[CH:10][CH:11]=1)[C:31]1[CH:36]=[CH:35][CH:34]=[CH:33][CH:32]=1 |f:0.1,3.4,5.6|. Procedure details: To a solution of N-[4-(trans-2-aminocyclopropyl)phenyl]-3-[(phenylcarbonyl)amino]benzamide hydrochloride (85.5 mg) in methanol (2 mL) were added benzaldehyde (21 μL) and sodium hydrogen carbonate (26.4 mg). The mixture was stirred at 70° C. for 1 hr, and ice-cooled to 0° C. and sodium borohydride (11.9 mg) was added. The mixture was stirred for 1 hr and water was added. The mixture was extracted with ethyl acetate, and the extract was washed with saturated brine and dried over anhydrous sodium s... The reactants are BrC=1C=C(C(=C(C(=O)O)C1)C)C (5-bromo-2,3-dimethyl-benzoic acid), FC=1C=C(C=CC1F)B(O)O ((3,4-difluorophenyl)boronic acid), C(=O)([O-])[O-].[Na+].[Na+] (Na2CO3), CN(C)C=O (DMF). Reagents/catalysts: C=1C=CC(=CC1)[P](C=2C=CC=CC2)(C=3C=CC=CC3)[Pd]([P](C=4C=CC=CC4)(C=5C=CC=CC5)C=6C=CC=CC6)([P](C=7C=CC=CC7)(C=8C=CC=CC8)C=9C=CC=CC9)[P](C=1C=CC=CC1)(C=1C=CC=CC1)C=1C=CC=CC1 (Pd(PPh3)4). Run in O (water), CCO (EtOH), O (H2O). Conditions: temperature 100 celsius, time 8 hour. Product: FC=1C=C(C=CC1F)C=1C=C(C(=C(C(=O)O)C1)C)C (5-(3,4-Difluorophenyl)-2,3-dimethyl-benzoic acid). Isolated yield 70.0%. RXN SMILES: Br[C:2]1[CH:3]=[C:4]([CH3:12])[C:5]([CH3:11])=[C:6]([CH:10]=1)[C:7]([OH:9])=[O:8].[F:13][C:14]1[CH:15]=[C:16](B(O)O)[CH:17]=[CH:18][C:19]=1[F:20].C([O-])([O-])=O.[Na+].[Na+].CN(C=O)C>CCO.C1C=CC([P]([Pd]([P](C2C=CC=CC=2)(C2C=CC=CC=2)C2C=CC=CC=2)([P](C2C=CC=CC=2)(C2C=CC=CC=2)C2C=CC=CC=2)[P](C2C=CC=CC=2)(C2C=CC=CC=2)C2C=CC=CC=2)(C2C=CC=CC=2)C2C=CC=CC=2)=CC=1.O>[F:13][C:14]1[CH:15]=[C:16]([C:2]2[CH:3]=[C:4]([CH3:12])[C:5]([CH3:11])=[C:6]([CH:10]=2)[C:7]([OH:9])=[O:8])[CH:17]=[CH:18][C:19]=1[F:20] |f:2.3.4,^1:41,43,62,81|. Procedure details: To a mixture of 5-bromo-2,3-dimethyl-benzoic acid (500 mg, 2.18 mmol, 1.0 eq), (3,4-difluorophenyl)boronic acid (378.6 mg, 2.40 mmol, 1.1 eq) and Na2CO3 (693 mg, 6.54 mmol, 3.0 eq) in a mixture of EtOH (2.5 mL), DMF (10 mL) and H2O (2.5 mL) was added Pd(PPh3)4 (126 mg, 0.11 mmol, 0.05 eq) under nitrogen. The mixture was stirred at 100° C. overnight. After cooling to room temperature, water was added and the diluted reaction mixture filtered through celite. The aqueous layer was extracted with Et...